Task: describe an organic reaction: reactants, conditions, products, and yield. Dataset: the Open Reaction Database (ORD), a public repository of structured organic reaction records Yields the product ClC1=CC=2N(C(=N1)NCCNC1=NC=C(C#N)C=C1)N=CN2 (6-({2-[(7-Chloro[1,2,4]triazolo[1,5-c]pyrimidin-5-yl)amino]ethyl}amino)nicotinonitrile). Solvent: CC(C)O (2-propanol). Starting materials: ClC1=NC(=CC=2N1N=CN2)Cl (5,7-Dichloro[1,2,4]triazolo[1,5-c]pyrimidine), O (water), FC(C(=O)O)(F)F.NCCNC1=NC=C(C#N)C=C1 (6-[(2-Aminoethyl)amino]nicotinonitrile trifluoroacetate), CCN(C(C)C)C(C)C (DIPEA). Reported procedure: 707 mg (3.20 mmol) of 5,7-dichloroimidazo[1,2-c]pyrimidine (Example 53A) are suspended in 25 ml of 2-propanol, and 1.35 g (3.52 mmol) of 6-[(2-aminoethyl)amino]nicotinonitrile trifluoroacetate (Example 13A) and 1.03 g (7.99 mmol) of DIPEA are added. The mixture is heated at 80° C. for 16 h. After this time, water is added and the precipitate which separates out is filtered off with suction. It is washed with a little 2-propanol/water, and the resulting solid is dried under high vacuum. 523 mg (5... Run at temperature 80 celsius. Reaction SMILES: Cl[C:2]1[N:7]2[N:8]=[CH:9][N:10]=[C:6]2[CH:5]=[C:4]([Cl:11])[N:3]=1.FC(F)(F)C(O)=O.[NH2:19][CH2:20][CH2:21][NH:22][C:23]1[CH:30]=[CH:29][C:26]([C:27]#[N:28])=[CH:25][N:24]=1.CCN(C(C)C)C(C)C.O>CC(O)C>[Cl:11][C:4]1[N:3]=[C:2]([NH:19][CH2:20][CH2:21][NH:22][C:23]2[CH:30]=[CH:29][C:26]([C:27]#[N:28])=[CH:25][N:24]=2)[N:7]2[N:8]=[CH:9][N:10]=[C:6]2[CH:5]=1 |f:1.2|.